Dataset: the Open Reaction Database (ORD), a public repository of structured organic reaction records. Task: describe an organic reaction: reactants, conditions, products, and yield Reactants: O=C([O-])[O-], O=C(CCc1cccc(O)c1)Nc1ccc(Cl)c(C(F)(F)F)c1, CNC(=O)c1cc(Cl)ccn1, [Cs+], [Cs+], CN(C)C=O. Product: CNC(=O)c1cc(Oc2cccc(CCC(=O)Nc3ccc(Cl)c(C(F)(F)F)c3)c2)ccn1. As a reaction SMILES: [C:35](=[O:36])([O-:37])[O-:38].[Cl:1][c:2]1[c:3]([C:20]([F:21])([F:22])[F:23])[cH:4][c:5]([NH:8][C:9]([CH2:10][CH2:11][c:12]2[cH:13][c:14]([OH:18])[cH:15][cH:16][cH:17]2)=[O:19])[cH:6][cH:7]1.[Cl:24][c:25]1[cH:26][c:27]([C:31](=[O:32])[NH:33][CH3:34])[n:28][cH:29][cH:30]1.[Cs+:39].[Cs+:40].[O:41]=[CH:42][N:43]([CH3:44])[CH3:45]>>[Cl:1][c:2]1[c:3]([C:20]([F:21])([F:22])[F:23])[cH:4][c:5]([NH:8][C:9]([CH2:10][CH2:11][c:12]2[cH:13][c:14]([O:18][c:25]3[cH:26][c:27]([C:31](=[O:32])[NH:33][CH3:34])[n:28][cH:29][cH:30]3)[cH:15][cH:16][cH:17]2)=[O:19])[cH:6][cH:7]1. The reactants are NCC(=O)[C@H]1[C@@](O[C@@H]([C@H]([C@@H]1O)O)CO)(N(C(CCCCCCCCCCC)=O)CCCCCCCCCCCCCCCCCC)N (N-(2-glycyl-amino-2-deoxy-β-D-glucopyranosyl)-N-octadecyl-dodecanamide), C(=O)(OCC1=CC=CC=C1)N[C@@H](CCC(N)=O)C(=O)O (N-carbobenzoxy-L-glutamine). Yields the product C(=O)(OCC1=CC=CC=C1)N[C@@H](CCC(N)=O)C(=O)NCC(=O)[C@H]1[C@@](O[C@@H]([C@H]([C@@H]1O)O)CO)(N(C(CCCCCCCCCCC)=O)CCCCCCCCCCCCCCCCCC)N (N-[2-(N-Carbobenzoxy-L-glutaminyl-glycyl)-amino-2-deoxy-β-D-glucopyranosyl]-N-octadecyl-dodecanamide). Reaction SMILES: [NH2:1][CH2:2][C:3]([C@@H:5]1[C@@H:10]([OH:11])[C@H:9]([OH:12])[C@@H:8]([CH2:13][OH:14])[O:7][C@@:6]1([NH2:47])[N:15]([CH2:29][CH2:30][CH2:31][CH2:32][CH2:33][CH2:34][CH2:35][CH2:36][CH2:37][CH2:38][CH2:39][CH2:40][CH2:41][CH2:42][CH2:43][CH2:44][CH2:45][CH3:46])[C:16](=[O:28])[CH2:17][CH2:18][CH2:19][CH2:20][CH2:21][CH2:22][CH2:23][CH2:24][CH2:25][CH2:26][CH3:27])=[O:4].[C:48]([NH:58][C@H:59]([C:65](O)=[O:66])[CH2:60][CH2:61][C:62](=[O:64])[NH2:63])([O:50][CH2:51][C:52]1[CH:57]=[CH:56][CH:55]=[CH:54][CH:53]=1)=[O:49]>>[C:48]([NH:58][C@H:59]([C:65]([NH:1][CH2:2][C:3]([C@@H:5]1[C@@H:10]([OH:11])[C@H:9]([OH:12])[C@@H:8]([CH2:13][OH:14])[O:7][C@@:6]1([NH2:47])[N:15]([CH2:29][CH2:30][CH2:31][CH2:32][CH2:33][CH2:34][CH2:35][CH2:36][CH2:37][CH2:38][CH2:39][CH2:40][CH2:41][CH2:42][CH2:43][CH2:44][CH2:45][CH3:46])[C:16](=[O:28])[CH2:17][CH2:18][CH2:19][CH2:20][CH2:21][CH2:22][CH2:23][CH2:24][CH2:25][CH2:26][CH3:27])=[O:4])=[O:66])[CH2:60][CH2:61][C:62](=[O:64])[NH2:63])([O:50][CH2:51][C:52]1[CH:57]=[CH:56][CH:55]=[CH:54][CH:53]=1)=[O:49]. Reported procedure: from N-(2-glycyl-amino-2-deoxy-β-D-glucopyranosyl)-N-octadecyl-dodecanamide and N-carbobenzoxy-L-glutamine. The reactants are COC(CCC1=CN(C2=CC=C(C=C12)Cl)S(=O)(=O)C=1C=NC=C(C1)Br)=O (3-[1-(5-bromo pyridine-3-sulfonyl)-5-chloro-1H-indol-3-yl]-propionic acid methyl ester), FC(C1=CC=C(C=C1)B(O)O)(F)F (4-(trifluoromethyl)-phenylboronic acid). Reagents/catalysts: C=1C=CC(=CC1)[P](C=2C=CC=CC2)(C=3C=CC=CC3)[Pd]([P](C=4C=CC=CC4)(C=5C=CC=CC5)C=6C=CC=CC6)([P](C=7C=CC=CC7)(C=8C=CC=CC8)C=9C=CC=CC9)[P](C=1C=CC=CC1)(C=1C=CC=CC1)C=1C=CC=CC1 (tetrakis(triphenylphosphine)palladium(0)). The solvent is O1CCOCC1 (1,4-dioxane). The product is COC(CCC1=CN(C2=CC=C(C=C12)Cl)S(=O)(=O)C=1C=NC=C(C1)C1=CC=C(C=C1)C(F)(F)F)=O (3-{5-chloro-1-[5-(4-trifluoromethyl-phenyl)-pyridine-3-sulfonyl]-1H-indol-3-yl}-propionic acid methyl ester). As a reaction SMILES: [CH3:1][O:2][C:3](=[O:26])[CH2:4][CH2:5][C:6]1[C:14]2[C:9](=[CH:10][CH:11]=[C:12]([Cl:15])[CH:13]=2)[N:8]([S:16]([C:19]2[CH:20]=[N:21][CH:22]=[C:23](Br)[CH:24]=2)(=[O:18])=[O:17])[CH:7]=1.[F:27][C:28]([F:39])([F:38])[C:29]1[CH:34]=[CH:33][C:32](B(O)O)=[CH:31][CH:30]=1>O1CCOCC1.C1C=CC([P]([Pd]([P](C2C=CC=CC=2)(C2C=CC=CC=2)C2C=CC=CC=2)([P](C2C=CC=CC=2)(C2C=CC=CC=2)C2C=CC=CC=2)[P](C2C=CC=CC=2)(C2C=CC=CC=2)C2C=CC=CC=2)(C2C=CC=CC=2)C2C=CC=CC=2)=CC=1>[CH3:1][O:2][C:3](=[O:26])[CH2:4][CH2:5][C:6]1[C:14]2[C:9](=[CH:10][CH:11]=[C:12]([Cl:15])[CH:13]=2)[N:8]([S:16]([C:19]2[CH:20]=[N:21][CH:22]=[C:23]([C:32]3[CH:33]=[CH:34][C:29]([C:28]([F:39])([F:38])[F:27])=[CH:30][CH:31]=3)[CH:24]=2)(=[O:18])=[O:17])[CH:7]=1 |^1:49,51,70,89|. Procedure: In a micro wave test tube, 3-[1-(5-bromo pyridine-3-sulfonyl)-5-chloro-1H-indol-3-yl]propionic acid methyl ester (11, 40 mg, 0.00009 mol), 4-(trifluoromethyl)-phenylboronic acid (12, 52 mg, 0.00027 mol), and tetrakis(triphenylphosphine)palladium(0) (4 mg, 0.000003 mol) were combined in 4 mL of 1,4-dioxane. The vessel was purged with argon for 2-3 minutes, then 0.1 mL of 1N K2CO3 was added. The vessel was microwaved at 108° C. for 40 minutes. TLC (20% ethyl acetate,/hexane) indicated a new spot a...